This data is from the Open Reaction Database (ORD), a public repository of structured organic reaction records. The task is: describe an organic reaction: reactants, conditions, products, and yield Starting materials: CCOC(=O)c1cnc(C(F)(F)F)nc1C(F)(F)F, CCO, Cl, [Na+], [OH-], O. Yields the product O=C(O)c1cnc(C(F)(F)F)nc1C(F)(F)F. RXN SMILES: [CH2:1]([CH3:2])[O:3][C:4](=[O:5])[c:6]1[c:7]([C:16]([F:17])([F:18])[F:19])[n:8][c:9]([C:12]([F:13])([F:14])[F:15])[n:10][cH:11]1.[CH3:23][CH2:24][OH:25].[ClH:22].[Na+:21].[OH-:20].[OH2:26]>>[O:3]=[C:4]([OH:5])[c:6]1[c:7]([C:16]([F:17])([F:18])[F:19])[n:8][c:9]([C:12]([F:13])([F:14])[F:15])[n:10][cH:11]1. Reactants: C(C)(=O)O (acetic acid), C(C)(=O)C1=C(C=CC(=C1)Cl)NS(=O)(=O)C(F)(F)F (N-(2-acetyl-4-chlorophenyl)trifluoromethanesulfonamide), CN(CCN)C (N,N-Dimethylethylenediamine), C1(CC1)CON1C(C=2C(C1=O)=CC=CC2)=O (N-(cyclopropylmethoxy)phthalimide). Run in CCO (EtOH), CCO (EtOH). Reaction conditions: time 15 hour. Product: ClC1=CC(=C(C=C1)NS(=O)(=O)C(F)(F)F)C(C)=NOCC1CC1 (N-[4-chloro-2-(1-cyclopropylmethoxyiminoethyl)phenyl]trifluoromethanesulfonamide). The yield is 80.9%. RXN SMILES: CN(C)CCN.[CH:7]1([CH2:10][O:11][N:12]2C(=O)C3=CC=CC=C3C2=O)[CH2:9][CH2:8]1.C(O)(=O)C.[C:27]([C:30]1[CH:35]=[C:34]([Cl:36])[CH:33]=[CH:32][C:31]=1[NH:37][S:38]([C:41]([F:44])([F:43])[F:42])(=[O:40])=[O:39])(=O)[CH3:28]>CCO>[Cl:36][C:34]1[CH:33]=[CH:32][C:31]([NH:37][S:38]([C:41]([F:44])([F:43])[F:42])(=[O:40])=[O:39])=[C:30]([C:27](=[N:12][O:11][CH2:10][CH:7]2[CH2:9][CH2:8]2)[CH3:28])[CH:35]=1. Reported procedure: N,N-Dimethylethylenediamine (254 μL, 2.20 mmol) was added to a solution of N-(cyclopropylmethoxy)phthalimide (326 mg, 1.50 mmol) in EtOH (5 mL), and the reaction allowed to stir at RT for 15 h. Glacial acetic acid (2 mL) was then added to adjust the mixture to ca. pH 4 followed by a solution of N-(2-acetyl-4-chlorophenyl)trifluoromethanesulfonamide 19 (302 mg, 1.0 mmol) in EtOH (2 mL), and the mixture stirred for 48 h at RT. The reaction mixture was concentrated under vacuum, and the residue pur... Reactants: O=C([O-])O, CCOC(C)=O, ClCCl, O=C(NCc1ccccc1-n1cnnn1)C1CCCN1C(=O)C(O)(c1cccnc1)c1cccc(Cl)c1, O=C(O)C(F)(F)F, [Na+], O=C(OO)c1cccc(Cl)c1. Product: O=C(NCc1ccccc1-n1cnnn1)C1CCCN1C(=O)C(O)(c1cccc(Cl)c1)c1ccc[n+]([O-])c1, O=C(O)C(F)(F)F. As a reaction SMILES: [C:45]([O-:46])(=[O:47])[OH:48].[CH3:64][CH2:65][O:66][C:67]([CH3:68])=[O:69].[Cl:61][CH2:62][Cl:63].[Cl:8][c:9]1[cH:10][c:11]([C:15]([C:16](=[O:17])[N:18]2[CH:19]([C:20](=[O:21])[NH:22][CH2:23][c:24]3[c:25](-[n:30]4[n:31][n:32][n:33][cH:34]4)[cH:26][cH:27][cH:28][cH:29]3)[CH2:35][CH2:36][CH2:37]2)([c:38]2[cH:39][n:40][cH:41][cH:42][cH:43]2)[OH:44])[cH:12][cH:13][cH:14]1.[F:1][C:2]([C:3](=[O:4])[OH:5])([F:6])[F:7].[Na+:49].[OH:50][O:51][C:52]([c:53]1[cH:54][c:55]([Cl:56])[cH:57][cH:58][cH:59]1)=[O:60]>>[Cl:8][c:9]1[cH:10][c:11]([C:15]([C:16](=[O:17])[N:18]2[CH:19]([C:20](=[O:21])[NH:22][CH2:23][c:24]3[c:25](-[n:30]4[n:31][n:32][n:33][cH:34]4)[cH:26][cH:27][cH:28][cH:29]3)[CH2:35][CH2:36][CH2:37]2)([c:38]2[cH:39][n+:40]([O-:46])[cH:41][cH:42][cH:43]2)[OH:44])[cH:12][cH:13][cH:14]1.[F:1][C:2]([C:3](=[O:4])[OH:5])([F:6])[F:7].